This data is from the Open Reaction Database (ORD), a public repository of structured organic reaction records. The task is: describe an organic reaction: reactants, conditions, products, and yield The reactants are N1(C=NC=C1)C1=CC=C(OCCC2=CC=C(OCC3=C(C(=O)OC)C=CC=C3)C=C2)C=C1 (Methyl 2-[(4-{2-[4-(1H-imidazol-1-yl)phenoxy]ethyl}phenoxy)methyl]benzoate), [Li+].[OH-] (LiOH), Cl (HCl). Run in C1CCOC1.O (THF water). Product: 2-[, N1(C=NC=C1)C1=CC=C(OCCC2=CC=C(OCC3=C(C(=O)O)C=CC=C3)C=C2)C=C1 ((4-{2-[4-(1H-imidazol-1-yl)phenoxy]ethyl}-phenoxymethyl]benzoic acid). The yield is 4.7%. RXN SMILES: [N:1]1([C:6]2[CH:32]=[CH:31][C:9]([O:10][CH2:11][CH2:12][C:13]3[CH:30]=[CH:29][C:16]([O:17][CH2:18][C:19]4[CH:28]=[CH:27][CH:26]=[CH:25][C:20]=4[C:21]([O:23]C)=[O:22])=[CH:15][CH:14]=3)=[CH:8][CH:7]=2)[CH:5]=[CH:4][N:3]=[CH:2]1.[Li+].[OH-].Cl>C1COCC1.O>[N:1]1([C:6]2[CH:7]=[CH:8][C:9]([O:10][CH2:11][CH2:12][C:13]3[CH:30]=[CH:29][C:16]([O:17][CH2:18][C:19]4[CH:28]=[CH:27][CH:26]=[CH:25][C:20]=4[C:21]([OH:23])=[O:22])=[CH:15][CH:14]=3)=[CH:31][CH:32]=2)[CH:5]=[CH:4][N:3]=[CH:2]1 |f:1.2,4.5|. Reported procedure: Methyl 2-[(4-{2-[4-(1H-imidazol-1-yl)phenoxy]ethyl}phenoxy)methyl]benzoate (0.12 g, 0.28 mmol) was dissolved in a mixture of THF/water (7/1, 5 ml) and LiOH (0.03 g, 1.13 mmol) was added. The reaction was performed in a single node microwave oven (7 min, 150° C.). Workup by addition of HCl (1 ml, 1M), extract the product by adding two portions of EtOAc (5 ml). The pooled organic phases were dried (MgSO4) and the solvent was removed by evaporation. The crude was purified by preparative HPLC (start... The reactants are CN1CCCC1=O (NMP), BrCCC(C#N)(C1=CC=CC=C1)C1=CC=CC=C1 (4-bromo-2,2-diphenylbutyronitrile), ClC=1C=C(COC2CNCC2)C=CC1 (3-(3-chlorobenzyloxy)pyrrolidine). Solvent: C(C)N(CC)CC (triethylamine). Conditions: temperature 140 celsius, time 20 hour. The product is ClC=1C=C(COC2CN(CC2)CCC(C#N)(C2=CC=CC=C2)C2=CC=CC=C2)C=CC1 (4-[3-(3-chlorobenzyloxy)pyrrolidine-1-yl]-2,2-diphenylbutyronitrile). The yield is 49.7%. Reaction SMILES: CN1C(=O)CCC1.Br[CH2:9][CH2:10][C:11]([C:20]1[CH:25]=[CH:24][CH:23]=[CH:22][CH:21]=1)([C:14]1[CH:19]=[CH:18][CH:17]=[CH:16][CH:15]=1)[C:12]#[N:13].[Cl:26][C:27]1[CH:28]=[C:29]([CH:37]=[CH:38][CH:39]=1)[CH2:30][O:31][CH:32]1[CH2:36][CH2:35][NH:34][CH2:33]1>C(N(CC)CC)C>[Cl:26][C:27]1[CH:28]=[C:29]([CH:37]=[CH:38][CH:39]=1)[CH2:30][O:31][CH:32]1[CH2:36][CH2:35][N:34]([CH2:9][CH2:10][C:11]([C:20]2[CH:25]=[CH:24][CH:23]=[CH:22][CH:21]=2)([C:14]2[CH:19]=[CH:18][CH:17]=[CH:16][CH:15]=2)[C:12]#[N:13])[CH2:33]1. Procedure details: To 20 ml of NMP was added 2,54 g of 4-bromo-2,2-diphenylbutyronitrile, 1.79 g of 3-(3-chlorobenzyloxy)pyrrolidine and 1.29 g of triethylamine, and the mixture was stirred for 20 hours at 140° C. The reaction mixture was concentrated under reduced pressure and water was added to the residue, and then extracted with methylene chloride. The extract was dried over anhydrous sodium sulfate. The organic layer was concentrated and the residue was purified by silica gel column chromatography (ethyl acet... The reactants are C(C1=CC=CC=C1)N(C1(COCC1)CNC1=CC(=NC2=CC=C(C=C12)C)N1CCS(C2=C(C1)C=CC=C2)(=O)=O)CC2=CC=CC=C2 (N-{[3-(Dibenzylamino)tetrahydrofuran-3-yl]methyl}-2-(1,1-dioxido-2,3-dihydro-1,4-benzothiazepin-4(5H)-yl)-6-methylquinolin-4-amine), C(CCCCCCCN)N (octane-1,8-diamine). The product is O=S1(CCN(CC2=C1C=CC=C2)C2=NC1=C(C=CC=C1C(=C2)NCCCCCCCCN)C)=O (N-[2-(1,1-Dioxido-2,3-dihydro-1,4-benzothiazepin-4(5H)-yl)-8-methylquinolin-4-yl]octane-1,8-diamine). RXN SMILES: C(N(CC1C=CC=CC=1)[C:9]1([CH2:14][NH:15][C:16]2[C:25]3[C:20](=[CH:21][CH:22]=[C:23]([CH3:26])[CH:24]=3)[N:19]=[C:18]([N:27]3[CH2:33][C:32]4[CH:34]=[CH:35][CH:36]=[CH:37][C:31]=4[S:30](=[O:39])(=[O:38])[CH2:29][CH2:28]3)[CH:17]=2)[CH2:13]COC1)C1C=CC=CC=1.C(N)CC[CH2:50][CH2:51][CH2:52][CH2:53][CH2:54][NH2:55]>>[O:38]=[S:30]1(=[O:39])[C:31]2[CH:37]=[CH:36][CH:35]=[CH:34][C:32]=2[CH2:33][N:27]([C:18]2[CH:17]=[C:16]([NH:15][CH2:14][CH2:9][CH2:13][CH2:50][CH2:51][CH2:52][CH2:53][CH2:54][NH2:55])[C:25]3[C:24](=[C:23]([CH3:26])[CH:22]=[CH:21][CH:20]=3)[N:19]=2)[CH2:28][CH2:29]1. Procedure details: The title compound was prepared in analogy to Example 12-1 in Scheme 5 by using 4-(4-chloro-8-methylquinolin-2-yl)-2,3,4,5-tetrahydro-1,4-benzothiazepine 1,1-dioxide (prepared in analogy to 4-(4-chloro-6-methylquinolin-2-yl)-2,3,4,5-tetrahydro-1,4-benzothiazepine 1,1-dioxide in Example 2-1 by using 2,4-dichloro-8-methylquinoline and 2,3,4,5-tetrahydro-1,4-benzothiazepine) and octane-1,8-diamine. MS obsd. (ESI+) [(M+H)+] 481, 1H NMR (400 MHz, CD3OD) δ ppm 8.09-8.07 (d, J=7.6 Hz, 1 H), 7.96-7.94 (... Product: CC(=O)N(C)c1ccc(NC(=O)OCC(Cl)(Cl)Cl)cn1. As a reaction SMILES: [Cl:19][C:20](=[O:21])[O:22][CH2:23][C:24]([Cl:25])([Cl:26])[Cl:27].[NH2:1][c:2]1[cH:3][cH:4][c:5]([N:8]([C:9]([CH3:10])=[O:11])[CH3:12])[n:6][cH:7]1.[O:28]1[CH2:29][CH2:30][CH2:31][CH2:32]1.[cH:13]1[cH:14][cH:15][n:16][cH:17][cH:18]1>>[NH:1]([c:2]1[cH:3][cH:4][c:5]([N:8]([C:9]([CH3:10])=[O:11])[CH3:12])[n:6][cH:7]1)[C:20](=[O:21])[O:22][CH2:23][C:24]([Cl:25])([Cl:26])[Cl:27]. Starting materials: O=C(Cl)OCC(Cl)(Cl)Cl, CC(=O)N(C)c1ccc(N)cn1, C1CCOC1, c1ccncc1.